Dataset: the Open Reaction Database (ORD), a public repository of structured organic reaction records. Task: describe an organic reaction: reactants, conditions, products, and yield The reactants are O=C1OC(=O)C2=C1CCCC2, C=CCOc1cc(N)ccc1Cl, CC(=O)O, O. Yields the product C=CCOc1cc(N2C(=O)C3=C(CCCC3)C2=O)ccc1Cl. As a reaction SMILES: [C:1]1(=[O:11])[C:2]2=[C:3]([C:4](=[O:5])[O:6]1)[CH2:7][CH2:8][CH2:9][CH2:10]2.[CH2:12]([CH:13]=[CH2:14])[O:15][c:16]1[cH:17][c:18]([NH2:19])[cH:20][cH:21][c:22]1[Cl:23].[CH3:24][C:25](=[O:26])[OH:27].[OH2:28]>>[C:1]1(=[O:11])[C:2]2=[C:3]([C:4](=[O:6])[N:19]1[c:18]1[cH:17][c:16]([O:15][CH2:12][CH:13]=[CH2:14])[c:22]([Cl:23])[cH:21][cH:20]1)[CH2:7][CH2:8][CH2:9][CH2:10]2. The reactants are BrBr (bromine), S(O)(O)(=O)=O (sulfuric acid), C(NN)(=O)OC (methyl carbazate), glass, C(C)(=O)C1=CC=CC=C1 (acetophenone), C(=O)[O-].[Na+] (sodium formate). The solvent is CO (methanol), CO.O (methanol water), CO (methanol), O (water). Conditions: temperature 20 celsius. Product: carbomethoxy, OCC(=O)C1=CC=CC=C1 (α-hydroxy acetophenone). As a reaction SMILES: [C:1]([C:4]1[CH:9]=[CH:8][CH:7]=[CH:6][CH:5]=1)(=[O:3])[CH3:2].S(=O)(=O)(O)[OH:11].BrBr.C([O-])=O.[Na+].C(OC)(=O)NN>CO.O.O.CO>[OH:11][CH2:2][C:1]([C:4]1[CH:9]=[CH:8][CH:7]=[CH:6][CH:5]=1)=[O:3] |f:3.4,6.7|. Reported procedure: A 100-gallon glass lined kettle equipped with a cooling jacket was charged with 90.5 lbs. of acetophenone, 123 lbs. of methanol and 340 mls. of 98% sulfuric acid. The reactor was cooled to 20° C and the mixture was stirred during the addition of 119 lbs. of bromine that was added incrementally by a gravity fed system at a rate so that the temperature was maintained at between 20°-25° C over a 3-hour period. After the bromination was complete, 37 lbs. of methanol, 240 lbs of water and 112 lbs. of...